Dataset: the Open Reaction Database (ORD), a public repository of structured organic reaction records. Task: describe an organic reaction: reactants, conditions, products, and yield Reactants: C1(=CC=CC=C1)S(=O)(=O)C(C1CC(CC1)=O)C=1OC(=NN1)C (3-[benzenesulfonyl-(5-methyl-[1,3,4]oxadiazol-2-yl)-methyl]-cyclopentanone), [H-].[Na+] (NaH), CI (methyliodide). Run in [NH4+].[Cl-] (NH4Cl), CN(C)C=O (DMF). Reaction conditions: time 2 hour. Yields the product C1(=CC=CC=C1)S(=O)(=O)C(C)(C=1OC(=NN1)C)C1CC(CC1)=O ((RS,SR)-3-[1-benzenesulfonyl-1-(5-methyl-[1,3,4]oxadiazol-2-yl)-ethyl]-cyclopentanone). Yield: 24.3%. Reaction SMILES: [C:1]1([S:7]([CH:10]([C:17]2[O:18][C:19]([CH3:22])=[N:20][N:21]=2)[CH:11]2[CH2:15][CH2:14][C:13](=[O:16])[CH2:12]2)(=[O:9])=[O:8])[CH:6]=[CH:5][CH:4]=[CH:3][CH:2]=1.[H-].[Na+].[CH3:25]I>CN(C=O)C.[NH4+].[Cl-]>[C:1]1([S:7]([C:10]([CH:11]2[CH2:15][CH2:14][C:13](=[O:16])[CH2:12]2)([C:17]2[O:18][C:19]([CH3:22])=[N:20][N:21]=2)[CH3:25])(=[O:9])=[O:8])[CH:2]=[CH:3][CH:4]=[CH:5][CH:6]=1 |f:1.2,5.6|. Reported procedure: 375 mg (1.17 mmol) of 3-[benzenesulfonyl-(5-methyl-[1,3,4]oxadiazol-2-yl)-methyl]-cyclopentanone in 10 mL of DMF, were treated with 52 mg (1.29 mmol, 1.1 eq) of NaH (55% in oil) over 30 min. 300 mg (2.32 mmol, 1.8 eq) of methyliodide were added, and after 2 hours, the reaction mixture was diluted with saturated aqueous NH4Cl and extracted with EtOAc. The combined organic phases were dried over Na2SO4, filtered and evaporated. The resulting two diastereomers were separated by column chromatograph...